This data is from the Open Reaction Database (ORD), a public repository of structured organic reaction records. The task is: describe an organic reaction: reactants, conditions, products, and yield The product is CN(Cc1ccccc1)CC1(O)CCN(C(=O)OC(C)(C)C)CC1. The reactants are CC(C)(C)OC(=O)N1CCC2(CC1)CO2, CNCc1ccccc1, C1COCCO1. Reaction SMILES: [C:1]([CH3:2])([CH3:3])([CH3:4])[O:5][C:6](=[O:7])[N:8]1[CH2:9][CH2:10][C:11]2([CH2:12][O:13]2)[CH2:14][CH2:15]1.[CH2:16]([c:17]1[cH:18][cH:19][cH:20][cH:21][cH:22]1)[NH:23][CH3:24].[O:25]1[CH2:26][CH2:27][O:28][CH2:29][CH2:30]1>>[C:1]([CH3:2])([CH3:3])([CH3:4])[O:5][C:6](=[O:7])[N:8]1[CH2:9][CH2:10][C:11]([CH2:12][N:23]([CH2:16][c:17]2[cH:18][cH:19][cH:20][cH:21][cH:22]2)[CH3:24])([OH:13])[CH2:14][CH2:15]1. The reactants are [N+](=O)([O-])C1=CC=C2CCC(C2=C1)=O (6-Nitroindan-1-one), [H][H] (hydrogen). The reagents and catalysts are [Pd] (Pd). Solvent: C(C)O (ethanol). Yields the product NC1=CC=C2CCC(C2=C1)=O (6-aminoindan-1-one). The yield is 91.2%. Reaction SMILES: [N+:1]([C:4]1[CH:12]=[C:11]2[C:7]([CH2:8][CH2:9][C:10]2=[O:13])=[CH:6][CH:5]=1)([O-])=O.[H][H]>C(O)C.[Pd]>[NH2:1][C:4]1[CH:12]=[C:11]2[C:7]([CH2:8][CH2:9][C:10]2=[O:13])=[CH:6][CH:5]=1. Procedure: 6-Nitroindan-1-one (18.1 g, 102 mmol) was dissolved in ethanol (400 ml) and reduced using Pd (5%) on carbon (2.0 g) and 35 psi hydrogen pressure on a Parr apparatus. Filtration on celite followed by evaporation gave 6-aminoindan-1-one (13.7 g, 93 mmol). NMR (DMSO) 7.2 (d, J=7.7Hz, 1H), 6.9 (dd, Jab=7.7Hz, J ax=2.3 Hz, 1H), 6.75 (d, J=2.3Hz, 1H), 5.3 (brs, 2H), 2.9 (t, J=5.6 Hz, 2H), 2.55 (t, J=5.6 Hz, 2H). The reactants are O(C1=CC=CC=C1)CCCNCCC1=CC=CC=C1 (N-(3-phenoxypropyl)benzeneethanamine), C(=O)(Cl)Cl (phosgene), CN(C)C1=CC=CC2=C1C(=CC=C2)N(C)C (Proton Sponge), N1(CCCC1)CCNCCN1CCCC1 (2-(1-pyrrolidinyl)-N-[2-(1-pyrrolidinyl)ethyl]ethanamine), C([O-])([O-])=O.[Na+].[Na+] (sodium carbonate), C(CC(O)(C(=O)O)CC(=O)O)(=O)O (citric acid). The product is C(CC(O)(C(=O)O)CC(=O)O)(=O)O.O(C1=CC=CC=C1)CCN(C(=O)N(CCN1CCCC1)CCN1CCCC1)CCC1=CC=CC=C1 (N-(2-Phenoxyethyl)-N-(2-phenylethyl)-N',N'-bis[2-(1-pyrrolidinyl)ethyl]urea citrate). RXN SMILES: O(C[CH2:9][CH2:10][NH:11][CH2:12][CH2:13][C:14]1[CH:19]=[CH:18][CH:17]=[CH:16][CH:15]=1)C1C=CC=CC=1.[C:20](Cl)(Cl)=[O:21].CN(C1[C:32]2[C:33](N(C)C)=[CH:34][CH:35]=[CH:36][C:31]=2C=CC=1)C.[N:40]1([CH2:45][CH2:46][NH:47][CH2:48][CH2:49][N:50]2[CH2:54][CH2:53][CH2:52][CH2:51]2)[CH2:44][CH2:43][CH2:42][CH2:41]1.C(=O)([O-])[O-:56].[Na+].[Na+].[C:61]([OH:73])(=[O:72])[CH2:62][C:63]([CH2:68][C:69]([OH:71])=[O:70])([C:65]([OH:67])=[O:66])[OH:64]>>[C:61]([OH:73])(=[O:72])[CH2:62][C:63]([CH2:68][C:69]([OH:71])=[O:70])([C:65]([OH:67])=[O:66])[OH:64].[O:56]([CH2:9][CH2:10][N:11]([CH2:12][CH2:13][C:14]1[CH:15]=[CH:16][CH:17]=[CH:18][CH:19]=1)[C:20]([N:47]([CH2:48][CH2:49][N:50]1[CH2:51][CH2:52][CH2:53][CH2:54]1)[CH2:46][CH2:45][N:40]1[CH2:41][CH2:42][CH2:43][CH2:44]1)=[O:21])[C:31]1[CH:32]=[CH:33][CH:34]=[CH:35][CH:36]=1 |f:4.5.6,8.9|. Procedure: N-(3-phenoxypropyl)benzeneethanamine (oil obtained in Preparation 29), phosgene (excess), Proton Sponge®, 2-(1-pyrrolidinyl)-N-[2-(1-pyrrolidinyl)ethyl]ethanamine, sodium carbonate, and treating with citric acid. Reactants: Cc1ccccc1, Cc1ncc([N+](=O)[O-])[nH]1, O, O=C=Nc1ccccc1. Yields the product Cc1ncc([N+](=O)[O-])n1C(=O)Nc1ccccc1. As a reaction SMILES: [CH3:10][c:11]1[cH:12][cH:13][cH:14][cH:15][cH:16]1.[CH3:17][c:18]1[nH:19][c:20]([N+:23](=[O:24])[O-:25])[cH:21][n:22]1.[OH2:26].[c:1]1([N:7]=[C:8]=[O:9])[cH:2][cH:3][cH:4][cH:5][cH:6]1>>[c:1]1([NH:7][C:8](=[O:9])[n:19]2[c:18]([CH3:17])[n:22][cH:21][c:20]2[N+:23](=[O:24])[O-:25])[cH:2][cH:3][cH:4][cH:5][cH:6]1. The reactants are C(C)(C)(C)OC(=O)N1CC2=CC=C(C=C2C1)[N+](=O)[O-] (5-Nitro-1,3-dihydro-isoindole-2-carboxylic acid tert-butyl ester). Reagents/catalysts: [Pd] (Palladium on charcoal). The solvent is C(C)O (ethanol). Reaction conditions: time 16 hour. Yields the product C(C)(C)(C)OC(=O)N1CC2=CC=C(C=C2C1)N (5-Amino-1,3-dihydro-isoindole-2-carboxylic acid tert-butyl ester). Isolated yield 97.0%. Reaction SMILES: [C:1]([O:5][C:6]([N:8]1[CH2:16][C:15]2[C:10](=[CH:11][CH:12]=[C:13]([N+:17]([O-])=O)[CH:14]=2)[CH2:9]1)=[O:7])([CH3:4])([CH3:3])[CH3:2]>C(O)C.[Pd]>[C:1]([O:5][C:6]([N:8]1[CH2:16][C:15]2[C:10](=[CH:11][CH:12]=[C:13]([NH2:17])[CH:14]=2)[CH2:9]1)=[O:7])([CH3:4])([CH3:2])[CH3:3]. Procedure details: The product of Step 2 (3.5 g, 13.25 mmol) was dissolved in ethanol (200 ml) and treated with 10 wt % Palladium on charcoal (1 g), and stirred under 1 atm of H2 for 16 hours. The reaction was filtered and evaporated in vacuo to afford the title compound (3.01 g, 96%); MS (ES+), m/e 235 [M+H]+. Reactants: Cl (HCl), BrC1=CC(=CC=2N(C(=NC21)C(C)C)CC2=C(C(=CC=C2)C(F)(F)F)C)N2CCOCC2 (4-(4-bromo-2-isopropyl-1-(2-methyl-3-(trifluoromethyl)benzyl)-1H-benzo[d]imidazol-6-yl)morpholine), B1(OC(C(O1)(C)C)(C)C)B2OC(C(O2)(C)C)(C)C (bis(pinacolato)diboron), CC(C)C1=CC(=C(C(=C1)C(C)C)C2=C(C=CC=C2)P(C3CCCCC3)C4CCCCC4)C(C)C (X-Phos), C(C)(=O)[O-].[K+] (potassium acetate). Reagents/catalysts: C=1C=CC(=CC1)/C=C/C(=O)/C=C/C2=CC=CC=C2.C=1C=CC(=CC1)/C=C/C(=O)/C=C/C2=CC=CC=C2.C=1C=CC(=CC1)/C=C/C(=O)/C=C/C2=CC=CC=C2.[Pd].[Pd] (Pd2(dba)3). Run in O (H2O), O1CCOCC1 (1,4-Dioxane). Run at temperature 95 celsius. Product: C(C)(C)C1=NC2=C(N1CC1=C(C(=CC=C1)C(F)(F)F)C)C=C(C=C2B(O)O)N2CCOCC2 ((2-isopropyl-1-(2-methyl-3-(trifluoromethyl)benzyl)-6-morpholino-1H-benzo[d]imidazol-4-yl)boronic acid). The yield is 19.0%. Reaction SMILES: Br[C:2]1[C:10]2[N:9]=[C:8]([CH:11]([CH3:13])[CH3:12])[N:7]([CH2:14][C:15]3[CH:20]=[CH:19][CH:18]=[C:17]([C:21]([F:24])([F:23])[F:22])[C:16]=3[CH3:25])[C:6]=2[CH:5]=[C:4]([N:26]2[CH2:31][CH2:30][O:29][CH2:28][CH2:27]2)[CH:3]=1.[B:32]1(B2OC(C)(C)C(C)(C)O2)[O:36]C(C)(C)C(C)(C)[O:33]1.CC(C1C=C(C(C)C)C(C2C=CC=CC=2P(C2CCCCC2)C2CCCCC2)=C(C(C)C)C=1)C.C([O-])(=O)C.[K+].Cl>O1CCOCC1.C1C=CC(/C=C/C(/C=C/C2C=CC=CC=2)=O)=CC=1.C1C=CC(/C=C/C(/C=C/C2C=CC=CC=2)=O)=CC=1.C1C=CC(/C=C/C(/C=C/C2C=CC=CC=2)=O)=CC=1.[Pd].[Pd].O>[CH:11]([C:8]1[N:7]([CH2:14][C:15]2[CH:20]=[CH:19][CH:18]=[C:17]([C:21]([F:23])([F:24])[F:22])[C:16]=2[CH3:25])[C:6]2[CH:5]=[C:4]([N:26]3[CH2:27][CH2:28][O:29][CH2:30][CH2:31]3)[CH:3]=[C:2]([B:32]([OH:36])[OH:33])[C:10]=2[N:9]=1)([CH3:13])[CH3:12] |f:3.4,7.8.9.10.11|. Reported procedure: A mixture of 4-(4-bromo-2-isopropyl-1-(2-methyl-3-(trifluoromethyl)benzyl)-1H-benzo[d]imidazol-6-yl)morpholine (1.01 g, 2.035 mmol), bis(pinacolato)diboron (1.550 g, 6.10 mmol), Pd2(dba)3 (0.093 g, 0.102 mmol), X-Phos (0.097 g, 0.203 mmol) and potassium acetate (0.599 g, 6.10 mmol) in 1,4-Dioxane (20 mL) in a 40 mL scintillation vial was heated for 1 hr at 95° C. When cooled, the reaction contents were poured into 1N HCl (3 ml) and H2O (3 mL) mixture, swirled and then extracted with EtOAc, dried...